Dataset: the Open Reaction Database (ORD), a public repository of structured organic reaction records. Task: describe an organic reaction: reactants, conditions, products, and yield Reaction SMILES: [CH3:1][O:2][C:3]([c:4]1[cH:5][cH:6][c:7]([CH2:10][N:11]([CH:12]2[CH2:13][CH2:14][CH:15]([C:18]([CH3:19])([CH3:20])[CH3:21])[CH2:16][CH2:17]2)[C:22](=[O:23])[O:24][C:25]([CH3:26])([CH3:27])[CH3:28])[cH:8][cH:9]1)=[O:29].[CH3:32][CH2:33][OH:34].[Na+:31].[OH-:30]>>[O:2]=[C:3]([c:4]1[cH:5][cH:6][c:7]([CH2:10][N:11]([CH:12]2[CH2:13][CH2:14][CH:15]([C:18]([CH3:19])([CH3:20])[CH3:21])[CH2:16][CH2:17]2)[C:22](=[O:23])[O:24][C:25]([CH3:26])([CH3:27])[CH3:28])[cH:8][cH:9]1)[OH:29]. The reactants are COC(=O)c1ccc(CN(C(=O)OC(C)(C)C)C2CCC(C(C)(C)C)CC2)cc1, CCO, [Na+], [OH-]. The product is CC(C)(C)OC(=O)N(Cc1ccc(C(=O)O)cc1)C1CCC(C(C)(C)C)CC1. The reactants are COC(=O)C(C)Br, CCOC(C)=O, [Cl-], CC(C)(C)OC(=O)n1c(=O)[nH]c2cc(Cl)ccc21, [H-], [NH4+], [Na+], CN(C)C=O. Yields the product COC(=O)C(C)n1c(=O)n(C(=O)OC(C)(C)C)c2ccc(Cl)cc21. RXN SMILES: [Br:21][CH:22]([C:23](=[O:24])[O:25][CH3:26])[CH3:27].[CH3:35][CH2:36][O:37][C:38](=[O:39])[CH3:40].[Cl-:28].[Cl:1][c:2]1[cH:3][c:4]2[c:5]([n:6]([C:10](=[O:11])[O:12][C:13]([CH3:14])([CH3:15])[CH3:16])[c:7](=[O:9])[nH:8]2)[cH:17][cH:18]1.[H-:19].[NH4+:29].[Na+:20].[O:30]=[CH:31][N:32]([CH3:33])[CH3:34]>>[Cl:1][c:2]1[cH:3][c:4]2[c:5]([n:6]([C:10](=[O:11])[O:12][C:13]([CH3:14])([CH3:15])[CH3:16])[c:7](=[O:9])[n:8]2[CH:22]([C:23](=[O:24])[O:25][CH3:26])[CH3:27])[cH:17][cH:18]1. The reactants are ClCCl, CN(C)C=O, O=C(Cl)C(=O)Cl, O=C(O)C1(c2ccc(Cl)cc2)CC1. Product: O=C(Cl)C1(c2ccc(Cl)cc2)CC1. RXN SMILES: [CH2:25]([Cl:26])[Cl:27].[CH3:1][N:2]([CH3:3])[CH:4]=[O:5].[Cl:19][C:20]([C:21]([Cl:22])=[O:23])=[O:24].[Cl:6][c:7]1[cH:8][cH:9][c:10]([C:13]2([C:16](=[O:17])[OH:18])[CH2:14][CH2:15]2)[cH:11][cH:12]1>>[Cl:6][c:7]1[cH:8][cH:9][c:10]([C:13]2([C:16](=[O:18])[Cl:19])[CH2:14][CH2:15]2)[cH:11][cH:12]1.